This data is from the Open Reaction Database (ORD), a public repository of structured organic reaction records. The task is: describe an organic reaction: reactants, conditions, products, and yield Reactants: COC(CCC)(OC)OC (Trimethylorthobutyrate), NC=1C=NC2=CC=CN=C2C1NCC1(CCOCC1)O (4-[(3-amino[1,5]naphthyridin-4-ylamino)methyl]tetrahydropyran-4-ol). The reagents and catalysts are Cl.N1=CC=CC=C1 (pyridine hydrochloride). Solvent: C1(=CC=CC=C1)C (toluene). The product is C(CC)C=1N(C2=C(C=NC=3C=CC=NC23)N1)CC1(CCOCC1)O (4-[(2-propyl-1H-imidazo[4,5-c][1,5]naphthyridin-1-yl)methyl]tetrahydro-2H-pyran-4-ol). Yield: 69.2%. RXN SMILES: CO[C:3](OC)(OC)[CH2:4][CH2:5][CH3:6].[NH2:11][C:12]1[CH:13]=[N:14][C:15]2[C:20]([C:21]=1[NH:22][CH2:23][C:24]1([OH:30])[CH2:29][CH2:28][O:27][CH2:26][CH2:25]1)=[N:19][CH:18]=[CH:17][CH:16]=2>C1(C)C=CC=CC=1.Cl.N1C=CC=CC=1>[CH2:4]([C:3]1[N:22]([CH2:23][C:24]2([OH:30])[CH2:29][CH2:28][O:27][CH2:26][CH2:25]2)[C:21]2[C:20]3[N:19]=[CH:18][CH:17]=[CH:16][C:15]=3[N:14]=[CH:13][C:12]=2[N:11]=1)[CH2:5][CH3:6] |f:3.4|. Procedure: Trimethylorthobutyrate (1.9 mL, 12.0 mmol) and pyridine hydrochloride (23 mg, 0.2 mmol) were added to a suspension of 4-[(3-amino[1,5]naphthyridin-4-ylamino)methyl]tetrahydropyran-4-ol (10.0 mmol) in toluene (50 mL). The reaction mixture was heated at reflux overnight and then concentrated under reduced pressure. The residue was triturated with acetonitrile and the resulting solid was isolated by filtration to provide 2.26 g of 4-[(2-propyl-1H-imidazo[4,5-c][1,5]naphthyridin-1-yl)methyl]tetrahyd... Reactants: [Na] (Sodium), triethylphosphonoacetate, C1=CC=CC=C1 (benzene), C(C)O (ethanol), C(\C=C(/C)\CCC=C(C)C)CC(C)=O (geranylacetone), O (water). Reaction conditions: time 8 hour. The product is C(C)OC(C=C(CCC=C(CCC=C(C)C)C)C)=O (ethyl-3,7,11-trimethyldodeca-2,6,10-trienoate). The yield is 81.0%. Reaction SMILES: [Na].[CH2:2]([OH:4])[CH3:3].[CH2:5]([CH2:15][C:16](=O)[CH3:17])/[CH:6]=[C:7](/[CH2:9][CH2:10][CH:11]=[C:12]([CH3:14])[CH3:13])\[CH3:8].[CH:19]1[CH:24]=CC=CC=1.[OH2:25]>>[CH2:2]([O:4][C:24](=[O:25])[CH:19]=[C:16]([CH3:17])[CH2:15][CH2:5][CH:6]=[C:7]([CH3:8])[CH2:9][CH2:10][CH:11]=[C:12]([CH3:14])[CH3:13])[CH3:3] |^1:0|. Procedure details: Sodium (12 g.) was dissolved in 192 ml. of ethanol and to this solution was added dropwise 60.5 g. of geranylacetone and 102.4 g. of triethylphosphonoacetate in 240 ml. of benzene. The reaction mixture was stirred overnight, then poured over 180 g. of ice and 180 ml. of water. The resulting mixture was extracted twice with 70 ml. of benzene. The organic phases were washed with H2O, dried over MgSO4 and concentrated under reduced pressure. Vacuum distillation gave 66.6 g. (81% yield) of ethyl-3,7...